Dataset: the Open Reaction Database (ORD), a public repository of structured organic reaction records. Task: describe an organic reaction: reactants, conditions, products, and yield The reactants are O (water), Cl (HCl), C(=O)(O)[O-].[Na+] (NaHCO3), solution, NC1=C2C(=NC(=NC2=CC=C1C(=O)O)SC)C1=CC(=CC=C1)OC (5-amino-2-methylthio-4-(3-methoxyphenyl)-quinazoline-6-carboxylic acid), CN(C)C(=[N+](C)C)ON1C2=C(C=CC=C2)N=N1.[B-](F)(F)(F)F (TBTU), C(C)(C)(C)N (tert-butylamine). Solvent: O1CCOCC1 (dioxane), CCOC(=O)C (EtOAc), CN(C)C=O (DMF). Reaction conditions: time 2 hour. Product: C(C)(C)(C)C1=C(C(=C2C(=NC(=NC2=C1)SC)C1=CC(=CC=C1)OC)N)C(=O)N (tert-Butyl 5-amino-2-methylthio-4-(3-methoxyphenyl)-quinazoline-6-carboxamide). As a reaction SMILES: [NH2:1][C:2]1[C:11]([C:12](O)=[O:13])=[CH:10][CH:9]=[C:8]2[C:3]=1[C:4]([C:17]1[CH:22]=[CH:21][CH:20]=[C:19]([O:23][CH3:24])[CH:18]=1)=[N:5][C:6]([S:15][CH3:16])=[N:7]2.C[N:26](C(ON1N=NC2C=CC=CC1=2)=[N+](C)C)C.[B-](F)(F)(F)F.[C:47](N)([CH3:50])([CH3:49])[CH3:48].C([O-])(O)=O.[Na+].O.Cl>CN(C=O)C.O1CCOCC1.CCOC(C)=O>[C:47]([C:10]1[CH:9]=[C:8]2[C:3]([C:4]([C:17]3[CH:22]=[CH:21][CH:20]=[C:19]([O:23][CH3:24])[CH:18]=3)=[N:5][C:6]([S:15][CH3:16])=[N:7]2)=[C:2]([NH2:1])[C:11]=1[C:12]([NH2:26])=[O:13])([CH3:50])([CH3:49])[CH3:48] |f:1.2,4.5|. Procedure: To a 1.8 M solution of 5-amino-2-methylthio-4-(3-methoxyphenyl)-quinazoline-6-carboxylic acid in DMF (1.8 ml) were added TBTU (173 mg) and tert-butylamine (95 μl). The reaction mixture was stirred for 2 h and then poured into a mixture of EtOAc (25 ml) and saturated aqueous NaHCO3 (50 ml). The organic phase was separated and washed with 0.5 M aqueous HCl (50 ml) and brine (50 ml), followed by drying (MgSO4) and concentration under reduced pressure. The title compound was purified by chromatograp... Starting materials: CC=1N=C(SC1C(=O)OCC)N1C(N(CC1)C1=CC=CC=C1)=O (ethyl 4-methyl-2-(2-oxo-3-phenylimidazolidin-1-yl)thiazole-5-carboxylate), CC=1N=C(SC1C(=O)OCC)N1C(N(CC1)CC1=CC=C(C=C1)C(F)(F)F)=O (ethyl 4-methyl-2-(2-oxo-3-(4-(trifluoromethyl)benzyl)imidazolidin-1-yl)thiazole-5-carboxylate). Yields the product CC=1N=C(SC1C(=O)O)N1C(N(CC1)CC1=CC=C(C=C1)C(F)(F)F)=O (4-methyl-2-(2-oxo-3-(4-(trifluoromethyl)benzyl)imidazolidin-1-yl)thiazole-5-carboxylic acid). The yield is 85.0%. As a reaction SMILES: CC1N=C(N2CCN(C3C=CC=CC=3)C2=O)SC=1C(OCC)=O.[CH3:24][C:25]1[N:26]=[C:27]([N:35]2[CH2:39][CH2:38][N:37]([CH2:40][C:41]3[CH:46]=[CH:45][C:44]([C:47]([F:50])([F:49])[F:48])=[CH:43][CH:42]=3)[C:36]2=[O:51])[S:28][C:29]=1[C:30]([O:32]CC)=[O:31]>>[CH3:24][C:25]1[N:26]=[C:27]([N:35]2[CH2:39][CH2:38][N:37]([CH2:40][C:41]3[CH:46]=[CH:45][C:44]([C:47]([F:50])([F:49])[F:48])=[CH:43][CH:42]=3)[C:36]2=[O:51])[S:28][C:29]=1[C:30]([OH:32])=[O:31]. Procedure details: Following the procedure as described in Example 6, making variations as required to replace ethyl 4-methyl-2-(2-oxo-3-phenylimidazolidin-1-yl)thiazole-5-carboxylate with ethyl 4-methyl-2-(2-oxo-3-(4-(trifluoromethyl)benzyl)imidazolidin-1-yl)thiazole-5-carboxylate, the title compound was obtained in 85% yield: mp 195-197° C.; 1H NMR (300 MHz, DMSO-d6) δ 7.74 (d, J=11.4 Hz, 2H), 7.60 (d, J=11.4 Hz, 2H), 4.51 (s, 2H), 4.00 (t, J=8.1 Hz, 2H), 3.47 (t, J=8.1 Hz, 2H), 2.47 (s, 3H); MS (ES+) m/z 386.2 ... Reactants: FC1=C(C(=O)C(C(=O)OCC)=COCC)C=C(C(=C1F)F)F (ethyl 2-(2,3,4,5-tetrafluorobenzoyl)-3-ethoxyacrylate), COC1=CC=C(C=C1)N (p-anisidine). Run in C(C)O (ethanol). Conditions: time 30 minute. Yields the product FC=1C=C2C(C(=CN(C2=C(C1F)F)C1=CC=C(C=C1)OC)C(=O)OCC)=O (ethyl 6,7,8-trifluoro-1-(4-methoxyphenyl)-1,4-dihydro-4-oxoquinoline-3-carboxylate). The yield is 80.5%. As a reaction SMILES: F[C:2]1[C:19]([F:20])=[C:18]([F:21])[C:17]([F:22])=[CH:16][C:3]=1[C:4]([C:6](=[CH:12]OCC)[C:7]([O:9][CH2:10][CH3:11])=[O:8])=[O:5].[CH3:23][O:24][C:25]1[CH:30]=[CH:29][C:28]([NH2:31])=[CH:27][CH:26]=1>C(O)C>[F:22][C:17]1[CH:16]=[C:3]2[C:2](=[C:19]([F:20])[C:18]=1[F:21])[N:31]([C:28]1[CH:29]=[CH:30][C:25]([O:24][CH3:23])=[CH:26][CH:27]=1)[CH:12]=[C:6]([C:7]([O:9][CH2:10][CH3:11])=[O:8])[C:4]2=[O:5]. Procedure: A mixture of ethyl 2-(2,3,4,5-tetrafluorobenzoyl)-3-ethoxyacrylate (0.4 g), p-anisidine (0.15 g) and ethanol (4 ml) is stirred at room temperature for 30 minutes. After the reaction, the solvent is distilled off under reduced pressure. To the residue is added anhydrous dioxane (10 ml) and thereto is further added portionwise 60% sodium hydride (60 mg). The mixture is stirred at room temperature for 30 minutes. The reaction mixture is poured into saturated aqueous ammonium chloride, and the mixtu... The reactants are C[Mg]Br (methyl magnesium bromide), COC=1C=C(C=CC1OC)C1C[N+](=C2CCCCC12)[O-] (3,3a,4,5,6,7-hexahydro-3-(3,4-dimethoxyphenyl)-2H-indole 1-oxide), C([O-])([O-])=O.[K+].[K+] (potassium carbonate), ice water. The solvent is CCOCC (ether), O1CCCC1 (tetrahydrofuran). Reaction conditions: time 0.5 hour. Product: COC=1C=C(C=CC1OC)C1CN(C2(CCCCC12)C)O (3-(3,4-Dimethoxyphenyl)hexahydro-1-hydroxy-7a-methyl-indoline). Isolated yield 71.0%. Reaction SMILES: C[Mg]Br.[CH3:4][O:5][C:6]1[CH:7]=[C:8]([CH:14]2[CH:22]3[C:17]([CH2:18][CH2:19][CH2:20][CH2:21]3)=[N+:16]([O-:23])[CH2:15]2)[CH:9]=[CH:10][C:11]=1[O:12][CH3:13].[C:24](=O)([O-])[O-].[K+].[K+]>CCOCC.O1CCCC1>[CH3:4][O:5][C:6]1[CH:7]=[C:8]([CH:14]2[CH:22]3[C:17]([CH3:24])([CH2:18][CH2:19][CH2:20][CH2:21]3)[N:16]([OH:23])[CH2:15]2)[CH:9]=[CH:10][C:11]=1[O:12][CH3:13] |f:2.3.4|. Procedure: A volume of 10 ml of 3M methyl magnesium bromide in ether was added over a period of two minutes to a stirred solution of 4.12 g (0.015 mole) of 3,3a,4,5,6,7-hexahydro-3-(3,4-dimethoxyphenyl)-2H-indole 1-oxide in 25 ml of tetrahydrofuran. The warm solution was stirred for 1/2 hour at room temperature and then added cautiously to 50 ml of ice water. The mixture was stirred for 5 minutes and solid potassium carbonate was added to saturate. The mixture was extracted into 200 ml of ether and the ext... Reactants: BrBr (bromine), BrN1C(CCC1=O)=O (N-bromosuccinimide), C(C1=CC=CC=C1)(=O)OOC(C1=CC=CC=C1)=O (benzoyl peroxide), CC1=NC=CC=C1[N+](=O)[O-] (2-methyl-3-nitropyridine). The solvent is ClC1=CC=CC=C1 (chlorobenzene). Run at temperature 25 celsius, time 2 hour. Yields the product BrCC1=NC=CC=C1[N+](=O)[O-] (2-Bromomethyl-3-nitropyridine). RXN SMILES: [Br:1]N1C(=O)CCC1=O.C(OOC(=O)C1C=CC=CC=1)(=O)C1C=CC=CC=1.[CH3:27][C:28]1[C:33]([N+:34]([O-:36])=[O:35])=[CH:32][CH:31]=[CH:30][N:29]=1.BrBr>ClC1C=CC=CC=1>[Br:1][CH2:27][C:28]1[C:33]([N+:34]([O-:36])=[O:35])=[CH:32][CH:31]=[CH:30][N:29]=1. Procedure details: 51 g (290 mmol) of N-bromosuccinimide and 0.5 g of benzoyl peroxide were added, a little at a time, to a mixture of 40 g (290 mmol) of 2-methyl-3-nitropyridine (Example 3.b) and 400 ml of chlorobenzene, at the boiling point (liberation of bromine). After approximately 2 hours, the reaction mixture was cooled to room temperature (approximately 25° C.) and filtered, and the resulting solution was freed from solvent under reduced pressure. The resulting residue was chromatographed twice (cyclohexan... Reactants: C(C)(=O)OC1=C(C=C(C=C1)S(=O)(=NS(=O)(=O)C1=CC=C(C)C=C1)C)CCCCCC (2-hexyl-4-(S-methyl-N-tosyl-sulfonimidoyl)-phenyl acetate), C([O-])([O-])=O.[Na+].[Na+] (sodium carbonate), C(C)O (ethanol), Cl (hydrochloric acid). The solvent is O (water). Conditions: temperature 50 celsius, time 15 minute. Product: C(CCCCC)C1=C(C=CC(=C1)S(=O)(=NS(=O)(=O)C1=CC=C(C)C=C1)C)O (2-hexyl-4-(S-methyl-N-tosyl-sulfonimidoyl)-phenol). Yield: 89.6%. As a reaction SMILES: C([O:4][C:5]1[CH:10]=[CH:9][C:8]([S:11]([CH3:24])(=[N:13][S:14]([C:17]2[CH:23]=[CH:22][C:20]([CH3:21])=[CH:19][CH:18]=2)(=[O:16])=[O:15])=[O:12])=[CH:7][C:6]=1[CH2:25][CH2:26][CH2:27][CH2:28][CH2:29][CH3:30])(=O)C.C(=O)([O-])[O-].[Na+].[Na+].C(O)C.Cl>O>[CH2:25]([C:6]1[CH:7]=[C:8]([S:11]([CH3:24])(=[N:13][S:14]([C:17]2[CH:18]=[CH:19][C:20]([CH3:21])=[CH:22][CH:23]=2)(=[O:16])=[O:15])=[O:12])[CH:9]=[CH:10][C:5]=1[OH:4])[CH2:26][CH2:27][CH2:28][CH2:29][CH3:30] |f:1.2.3|. Procedure details: A suspension of 0.8 g of the product of Step C, 30 ml of a saturated sodium carbonate solution and 15 ml of ethanol was stirred at 50° C. for 15 minutes and the solution was cooled in water. The mixture was acidified with concentrated hydrochloric acid and was extracted with ether. The decanted organic phase was evaporated to dryness to obtain 0.65 g of 2-hexyl-4-(S-methyl-N-tosyl-sulfonimidoyl)-phenol which after crystallization from an ether-petroleum ether mixture melted at 107°-109° C.